Dataset: the Open Reaction Database (ORD), a public repository of structured organic reaction records. Task: describe an organic reaction: reactants, conditions, products, and yield Starting materials: CCC(C)(C)c1cc(C)n(N2C(=O)c3ccccc3C2=O)c1C=O, CC(C)=O, [K+], O=[Mn](=O)(=O)[O-], O. Yields the product CCC(C)(C)c1cc(C)n(N2C(=O)c3ccccc3C2=O)c1C(=O)O. Reaction SMILES: [CH3:11][C:12]([CH2:13][CH3:14])([CH3:15])[c:16]1[c:17]([CH:33]=[O:34])[n:18]([N:22]2[C:23](=[O:32])[c:24]3[cH:25][cH:26][cH:27][cH:28][c:29]3[C:30]2=[O:31])[c:19]([CH3:21])[cH:20]1.[CH3:7][C:8]([CH3:9])=[O:10].[K+:6].[Mn:1]([O-:2])(=[O:3])(=[O:4])=[O:5].[OH2:35]>>[OH:10][C:33]([c:17]1[c:16]([C:12]([CH3:11])([CH2:13][CH3:14])[CH3:15])[cH:20][c:19]([CH3:21])[n:18]1[N:22]1[C:23](=[O:32])[c:24]2[cH:25][cH:26][cH:27][cH:28][c:29]2[C:30]1=[O:31])=[O:34].